This data is from the Open Reaction Database (ORD), a public repository of structured organic reaction records. The task is: describe an organic reaction: reactants, conditions, products, and yield Starting materials: NC=1C=CC(=C(C#N)C1)C (5-amino-2-methylbenzonitrile), S(O)(O)(=O)=O (sulfuric acid), N(=O)[O-].[Na+] (sodium nitrite), cuprous bromide, Br (hydrobromic acid). The solvent is C(C)(=O)O (acetic acid). Reaction conditions: temperature 30 celsius, time 45 minute. Yields the product BrC=1C=CC(=C(C#N)C1)C (5-bromo-2-methylbenzonitrile). RXN SMILES: S(=O)(=O)(O)O.N([O-])=O.[Na+].N[C:11]1[CH:12]=[CH:13][C:14]([CH3:19])=[C:15]([CH:18]=1)[C:16]#[N:17].[BrH:20]>C(O)(=O)C>[Br:20][C:11]1[CH:12]=[CH:13][C:14]([CH3:19])=[C:15]([CH:18]=1)[C:16]#[N:17] |f:1.2|. Procedure: Conc. sulfuric acid (60 mL) is added to sodium nitrite (5.75 g, 83.4 mmol). The temperature rises to 70° C. and solution is effected. After cooling to 20-40° C., the above solution is added dropwise to a mechanically stirred solution of 5-amino-2-methylbenzonitrile (10.0 g, 75.8 mmol) in acetic acid (150 mL). The temperature is maintained at 20-40° C. throughout the addition. The reaction mixture is cooled to 16-20° C. and a solution of cuprous bromide (24 g, 167 mmol) in conc. hydrobromic acid ... The reactants are [OH-].[NH4+] (ammonium hydroxide), C(C)(=O)OC=C (vinyl acetate). Run in CO (methanol). Yields the product C(=C)O (vinyl alcohol), C(C)(=O)OC=C (vinyl acetate). RXN SMILES: [C:1]([O:4][CH:5]=[CH2:6])(=[O:3])[CH3:2].[OH-].[NH4+]>CO>[CH:1]([OH:3])=[CH2:2].[C:1]([O:4][CH:5]=[CH2:6])(=[O:3])[CH3:2] |f:1.2|. Reported procedure: This Example shows the preparation of high TFE content copolymer. The conditions of Example III were repeated except that a total of 470 mg of APS was added, the TFE addition rate was 0.01 lb/min (4.5 g/min), the vinyl acetate addition rate was 2 ml/min., and the final agitation rate was 80 rpm. 2580 g of a 25.0 wt % solids colloidal dispersion was obtained. To 100 g of the isolated, dried polymer was added 500 ml of methanol and 40 ml of concentrated ammonium hydroxide. After several weeks at r... The reactants are ClC1=CC=NC(=C1C(=O)OC)C (methyl 4-chloro-2-methylnicotinate), C(C)(=O)Cl (acetyl chloride), [I-].[Na+] (sodium iodide). The solvent is C(C)#N (acetonitrile). Conditions: temperature 80 celsius. Product: IC1=CC=NC(=C1C(=O)OC)C (methyl 4-iodo-2-methylnicotinate). Isolated yield 22.4%. As a reaction SMILES: Cl[C:2]1[C:7]([C:8]([O:10][CH3:11])=[O:9])=[C:6]([CH3:12])[N:5]=[CH:4][CH:3]=1.C(Cl)(=O)C.[I-:17].[Na+]>C(#N)C>[I:17][C:2]1[C:7]([C:8]([O:10][CH3:11])=[O:9])=[C:6]([CH3:12])[N:5]=[CH:4][CH:3]=1 |f:2.3|. Procedure details: To a solution of methyl 4-chloro-2-methylnicotinate (6.00 g, 32.3 mmol) in acetonitrile (80 mL) was added acetyl chloride (3.45 mL, 48.5 mmol) followed by sodium iodide (48.5 g, 323 mmol). The reaction mixture was heated at 80° C. for 16 hrs. The reaction mixture was evaporated to dryness and the residue was adjusted to pH 6 by adding saturated potassium carbonate solution. The product was extracted with dichloromethane (250 mL). The organic phase was washed with brine (2×100 mL), dried over Na2... Starting materials: N#CC(O)c1cccc(Oc2ccccc2)c1, COC(=O)C(Cl)=CC1C(C(=O)O)C1(C)C, c1ccccc1. Product: COC(=O)C(Cl)=CC1C(C(=O)OC(C#N)c2cccc(Oc3ccccc3)c2)C1(C)C. As a reaction SMILES: [C:1](#[N:2])[CH:3]([c:4]1[cH:5][c:6]([O:10][c:11]2[cH:12][cH:13][cH:14][cH:15][cH:16]2)[cH:7][cH:8][cH:9]1)[OH:17].[CH3:18][C:19]1([CH3:32])[CH:20]([C:29](=[O:30])[OH:31])[CH:21]1[CH:22]=[C:23]([C:24]([O:25][CH3:26])=[O:27])[Cl:28].[cH:33]1[cH:34][cH:35][cH:36][cH:37][cH:38]1>>[C:1](#[N:2])[CH:3]([c:4]1[cH:5][c:6]([O:10][c:11]2[cH:12][cH:13][cH:14][cH:15][cH:16]2)[cH:7][cH:8][cH:9]1)[O:17][C:29]([CH:20]1[C:19]([CH3:18])([CH3:32])[CH:21]1[CH:22]=[C:23]([C:24]([O:25][CH3:26])=[O:27])[Cl:28])=[O:30].